This data is from the Open Reaction Database (ORD), a public repository of structured organic reaction records. The task is: describe an organic reaction: reactants, conditions, products, and yield Reactants: FC1=C(C=C(C(=C1)F)F)NC1=NN=C(O1)C(=O)NC=1C=CC(=NC1)N1CCC(CC1)CC(=O)OC (Methyl (1-{5-[({5-[(2,4,5-trifluorophenyl)amino]-1,3,4-oxadiazol-2-yl}carbonyl)amino]pyridin-2-yl}piperidin-4-yl)acetate), Cl (HCl), [OH-].[Li+] (Lithium hydroxide), aqueous solution. Solvent: CO (MeOH), C1CCOC1 (THF). Reaction conditions: temperature 45 celsius. Yields the product Cl.FC1=C(C=C(C(=C1)F)F)NC1=NN=C(O1)C(=O)NC=1C=CC(=NC1)N1CCC(CC1)CC(=O)O ((1-{5-[({5-[(2,4,5-Trifluorophenyl)amino]-1,3,4-oxadiazol-2-yl}carbonyl)amino]pyridin-2-yl}piperidin-4-yl)acetic acid hydrochloride). The yield is 87.0%. As a reaction SMILES: [F:1][C:2]1[CH:7]=[C:6]([F:8])[C:5]([F:9])=[CH:4][C:3]=1[NH:10][C:11]1[O:15][C:14]([C:16]([NH:18][C:19]2[CH:20]=[CH:21][C:22]([N:25]3[CH2:30][CH2:29][CH:28]([CH2:31][C:32]([O:34]C)=[O:33])[CH2:27][CH2:26]3)=[N:23][CH:24]=2)=[O:17])=[N:13][N:12]=1.[OH-].[Li+].[ClH:38]>CO.C1COCC1>[ClH:38].[F:1][C:2]1[CH:7]=[C:6]([F:8])[C:5]([F:9])=[CH:4][C:3]=1[NH:10][C:11]1[O:15][C:14]([C:16]([NH:18][C:19]2[CH:20]=[CH:21][C:22]([N:25]3[CH2:26][CH2:27][CH:28]([CH2:31][C:32]([OH:34])=[O:33])[CH2:29][CH2:30]3)=[N:23][CH:24]=2)=[O:17])=[N:13][N:12]=1 |f:1.2,6.7|. Procedure: Methyl (1-{5-[({5-[(2,4,5-trifluorophenyl)amino]-1,3,4-oxadiazol-2-yl}carbonyl)-amino]pyridin-2-yl}piperidin-4-yl)acetate (Example 319, 216 mg, 0.44 mmol) was suspended in a mixture of MeOH (4 ml) and THF (8 mL). Lithium hydroxide (4.4 mL of a 1M aqueous solution) was added. The resulting clear solution was heated at 45° C. for 15 minutes then cooled and acidified to pH ˜2 with dropwise addition of concentrated aqueous HCl. Volatile material was removed by evaporation and the residue was washed ... Starting materials: C1COC(C2=C(C=CC=C2)Br)O1 (bromobenzaldehyde ethylene acetal), CON(C(CC1CCCCC1)=O)C (N-Methoxy-N-Methyl Cyclohexaneacetamide). Product: C1(CCCCC1)CC(=O)C1=CC=C(C=C1)C1OCCO1 (2-Cyclohexyl-1-[4-(2-Dioxolanyl)Phenyl]Ethanone). Yield: 84.0%. RXN SMILES: [CH2:1]1[O:12][CH:4]([C:5]2[CH:10]=[CH:9][CH:8]=[CH:7][C:6]=2Br)[O:3][CH2:2]1.CON(C)[C:16](=[O:24])[CH2:17][CH:18]1[CH2:23][CH2:22][CH2:21][CH2:20][CH2:19]1>>[CH:18]1([CH2:17][C:16]([C:8]2[CH:9]=[CH:10][C:5]([CH:4]3[O:12][CH2:1][CH2:2][O:3]3)=[CH:6][CH:7]=2)=[O:24])[CH2:23][CH2:22][CH2:21][CH2:20][CH2:19]1. Procedure: Following the procedure of Example D, 11 g (0.048mole) of p bromobenzaldehyde ethylene acetal and 8.9 g of the product of Example I were combined to give after chromatography on silica gel using 15% ethyl acetate/hexane 11 g of the title compound (84% yield). The reactants are ClCCCCC1N(C(CC1)C1=CC=C(C=C1)F)S(=O)(=O)C1=CC=C(C=C1)C ((2RS,5RS)-2-(4-chloro-butyl)-5-(4-fluoro-phenyl)-1-(toluene-4-sulfonyl)-pyrrolidine), CC1=NN=NN1 (5-methyl-1H-tetrazole). Yields the product FC1=CC=C(C=C1)C1CCC(N1S(=O)(=O)C1=CC=C(C=C1)C)CCCCN1N=C(N=N1)C ((2RS,5RS)-2-{4-[5-(4-Fluoro-phenyl)-1-(toluene-4-sulfonyl)-pyrrolidin-2-yl]-butyl}-5-methyl-2H-tetrazole). Reaction SMILES: Cl[CH2:2][CH2:3][CH2:4][CH2:5][CH:6]1[CH2:10][CH2:9][CH:8]([C:11]2[CH:16]=[CH:15][C:14]([F:17])=[CH:13][CH:12]=2)[N:7]1[S:18]([C:21]1[CH:26]=[CH:25][C:24]([CH3:27])=[CH:23][CH:22]=1)(=[O:20])=[O:19].[CH3:28][C:29]1[NH:33][N:32]=[N:31][N:30]=1>>[F:17][C:14]1[CH:15]=[CH:16][C:11]([CH:8]2[N:7]([S:18]([C:21]3[CH:22]=[CH:23][C:24]([CH3:27])=[CH:25][CH:26]=3)(=[O:20])=[O:19])[CH:6]([CH2:5][CH2:4][CH2:3][CH2:2][N:31]3[N:32]=[N:33][C:29]([CH3:28])=[N:30]3)[CH2:10][CH2:9]2)=[CH:12][CH:13]=1. Procedure: The title compound, pale yellow oil, MS: m/e=458.4 (M+H+), was prepared in accordance with the general method of example 82b from (2RS,5RS)-2-(4-chloro-butyl)-5-(4-fluoro-phenyl)-1-(toluene-4-sulfonyl)-pyrrolidine and 5-methyl-1H-tetrazole. Run in O (water). Reaction SMILES: [CH3:1][OH:2].OC1C=C[C:7]([C:10]([C:13]2[CH:18]=[CH:17][C:16](O)=[CH:15][CH:14]=2)([CH3:12])[CH3:11])=CC=1.BrBr.[OH:22]O>[Fe].O>[CH3:12][C:10]([C:13]1[CH:14]=[CH:15][C:16]([C:1]([OH:22])=[O:2])=[CH:17][CH:18]=1)([CH3:7])[CH3:11]. Starting materials: 4,4′-isopropylidine-bis-(2,6-dibromophenol), OC1=CC=C(C=C1)C(C)(C)C1=CC=C(C=C1)O (Bisphenol-A), CO (MeOH), BrBr (bromine), OO (hydrogen peroxide), bromides, CO (MeOH), BrBr (bromine). Reagents/catalysts: [Fe] (Fe). Product: CC(C)(C)C1=CC=C(C=C1)C(=O)O (TBBA). Procedure: A high purity 4,4′-isopropylidine-bis-(2,6-dibromophenol) characterised by ionic bromides less than 10 ppm, colour in alkaline solution from 60-100 HU, HPLC purity about 99.9%, APHA of 20% MeOH solution less than 10.0 HU, Fe less than 1.0 ppm, turbidity of 20% MeOH solution less than 5 NTU, pH of 10% slurry 6.0-7.0, size of the crystal particles, 250 to 280 microns with angle of repose lower than 30°. The product is produced by reacting Bisphenol-A with bromine in a “water-immiscible” polar solv... Reported procedure: 1,2,3,4-Tetrahydro-1-naphthylamine is stirred with acetic anhydride to afford N-(1,2,3,4-tetrahydro-1-naphthyl)-acetamide, which is oxidized to N-(1,2,3,4-tetrahydro-4-oxo-1-naphthyl)acetamide by the method of Example 1. Reactants: C1(CCCC2=CC=CC=C12)N (1,2,3,4-Tetrahydro-1-naphthylamine), C(C)(=O)OC(C)=O (acetic anhydride). Yields the product C1(CCCC2=CC=CC=C12)NC(C)=O (N-(1,2,3,4-tetrahydro-1-naphthyl)-acetamide). As a reaction SMILES: [CH:1]1([NH2:11])[C:10]2[C:5](=[CH:6][CH:7]=[CH:8][CH:9]=2)[CH2:4][CH2:3][CH2:2]1.[C:12](OC(=O)C)(=[O:14])[CH3:13]>>[CH:1]1([NH:11][C:12](=[O:14])[CH3:13])[C:10]2[C:5](=[CH:6][CH:7]=[CH:8][CH:9]=2)[CH2:4][CH2:3][CH2:2]1. Starting materials: CN(C1=CC=CC=C1)C=O (N-methylformanilide), C=1C=CC2=C(C1)C=CS2 (thianaphthene), solution, [Li]CCCC (n-BuLi), CCCCCC (hexane). Run in CCOCC (Et2O). Reaction conditions: temperature -15 celsius, time 1.75 hour. Yields the product S1C2=C(C=C1C=O)C=CC=C2 (benzo[b]thiophene-2-carboxaldehyde). The yield is 73.1%. Reaction SMILES: [CH:1]1[CH:2]=[CH:3][C:4]2[S:9][CH:8]=[CH:7][C:5]=2[CH:6]=1.[Li]CCCC.CCCCCC.CN([CH:29]=[O:30])C1C=CC=CC=1>CCOCC>[S:9]1[C:8]([CH:29]=[O:30])=[CH:7][C:5]2[CH:6]=[CH:1][CH:2]=[CH:3][C:4]1=2. Procedure details: To a solution of thianaphthene (1.45 g, 10.5 mmol (97% pure)) in anhydrous Et2O (20 mL) at -15° C. was added dropwise a 1.6M solution of n-BuLi in hexane (9.9 mL, 15.7 mmol). The mixture was stirred at -15° C. (1.75 h) and at 25° C. (15 min). After recooling to -15° C., anhydrous N-methylformanilide (1.6 mL, 12.7 mmol) (distilled from CaH2) was added dropwise and the mixture was heated at reflux (30 min). The reaction mixture was quenched by addition of a mixture of 3N HCl (9 mL) and ice chips (... Reactants: ClCCl, O=C(Cl)c1ccc(OC(F)(F)F)cc1, O=C(Cl)c1ccc(C(F)(F)F)cc1, COc1cc(-c2nn(C3CCN(C)CC3)c3ncnc(N)c23)ccc1N, c1ccncc1. The product is COc1cc(-c2nn(C3CCN(C)CC3)c3ncnc(N)c23)ccc1NC(=O)c1ccc(OC(F)(F)F)cc1. Reaction SMILES: [Cl:54][CH2:55][Cl:56].[F:1][C:2]([O:3][c:4]1[cH:5][cH:6][c:7]([C:10](=[O:11])[Cl:12])[cH:8][cH:9]1)([F:13])[F:14].[F:41][C:42]([F:43])([F:44])[c:45]1[cH:46][cH:47][c:48]([C:49]([Cl:50])=[O:51])[cH:52][cH:53]1.[NH2:15][c:16]1[c:17]([O:39][CH3:40])[cH:18][c:19](-[c:22]2[n:23][n:24]([CH:32]3[CH2:33][CH2:34][N:35]([CH3:38])[CH2:36][CH2:37]3)[c:25]3[n:26][cH:27][n:28][c:29]([NH2:31])[c:30]23)[cH:20][cH:21]1.[cH:57]1[cH:58][cH:59][n:60][cH:61][cH:62]1>>[F:1][C:2]([O:3][c:4]1[cH:5][cH:6][c:7]([C:10](=[O:11])[NH:15][c:16]2[c:17]([O:39][CH3:40])[cH:18][c:19](-[c:22]3[n:23][n:24]([CH:32]4[CH2:33][CH2:34][N:35]([CH3:38])[CH2:36][CH2:37]4)[c:25]4[n:26][cH:27][n:28][c:29]([NH2:31])[c:30]34)[cH:20][cH:21]2)[cH:8][cH:9]1)([F:13])[F:14]. Reactants: O (water), BrCCCCCCCC=1OC(=C(N1)C1=CC=CC=C1)C1=CC=CC=C1 (2-(7-Bromoheptyl)-4,5-diphenyloxazole), [C-]#N.[Na+] (sodium cyanide). Solvent: CS(=O)C (dimethylsulphoxide), CS(=O)C (dimethylsulphoxide). Reaction conditions: temperature 50 celsius, time 2 hour. The product is C(#N)CCCCCCCC=1OC(=C(N1)C1=CC=CC=C1)C1=CC=CC=C1 (2-(7-cyanoheptyl)-4,5-diphenyloxazole). Yield: 41.0%. As a reaction SMILES: Br[CH2:2][CH2:3][CH2:4][CH2:5][CH2:6][CH2:7][CH2:8][C:9]1[O:10][C:11]([C:20]2[CH:25]=[CH:24][CH:23]=[CH:22][CH:21]=2)=[C:12]([C:14]2[CH:19]=[CH:18][CH:17]=[CH:16][CH:15]=2)[N:13]=1.[C-:26]#[N:27].[Na+].O>CS(C)=O>[C:26]([CH2:2][CH2:3][CH2:4][CH2:5][CH2:6][CH2:7][CH2:8][C:9]1[O:10][C:11]([C:20]2[CH:25]=[CH:24][CH:23]=[CH:22][CH:21]=2)=[C:12]([C:14]2[CH:19]=[CH:18][CH:17]=[CH:16][CH:15]=2)[N:13]=1)#[N:27] |f:1.2|. Procedure details: 2-(7-Bromoheptyl)-4,5-diphenyloxazole (13.8 g) in dimethylsulphoxide (80 ml) was added over 45 minutes to a mixture of sodium cyanide (1.87 g) in dimethylsulphoxide (80 ml). The reaction was stirred at 50° C. for 2 h, cooled and poured into water (500 ml). The aqueous was extracted with diethyl ether (4×250 ml). The ether extracts were combined, washed with water (250 ml), dried over anhydrous magnesium sulphate and evaporated to dryness in vacuo. Column chromatography on silica gel eluted with ... Reactants: CN(C(=O)SC=1NC=C(N1)C1=CC=CC=C1)C (2-(N,N-dimethylcarbamoylthio)-4-phenylimidazole), CN(C(=O)Cl)C (N,N-dimethylcarbamoyl chloride). Solvent: N1=CC=CC=C1 (pyridine). Conditions: temperature 120 celsius. Yields the product CN(C(=O)N1C(=NC(=C1)C1=CC=CC=C1)SC(N(C)C)=O)C (1-(N,N-dimethylcarbamoyl)-2-(N,N-dimethylcarbamoylthio)-4-phenylimidazole). The yield is 99.5%. As a reaction SMILES: [CH3:1][N:2]([CH3:17])[C:3]([S:5][C:6]1[NH:7][CH:8]=[C:9]([C:11]2[CH:16]=[CH:15][CH:14]=[CH:13][CH:12]=2)[N:10]=1)=[O:4].[CH3:18][N:19]([CH3:23])[C:20](Cl)=[O:21]>N1C=CC=CC=1>[CH3:18][N:19]([CH3:23])[C:20]([N:7]1[CH:8]=[C:9]([C:11]2[CH:16]=[CH:15][CH:14]=[CH:13][CH:12]=2)[N:10]=[C:6]1[S:5][C:3](=[O:4])[N:2]([CH3:17])[CH3:1])=[O:21]. Procedure: In 5 ml of pyridine was dissolved 0.70 g (2.84 millimoles) of 2-(N,N-dimethylcarbamoylthio)-4-phenylimidazole, and 0.26 ml (2.84 millimoles) of N,N-dimethylcarbamoyl chloride was added to the solution and the mixture was heated at 120° C. for 5 hours. The mixture was concentrated under reduced pressure and 20 ml of water and 20 ml of chloroform were added to the concentrate to effect extraction. The chloroform layer was dried and concentrated under reduced pressure to obtain 0.9 g (yield=100%) o... The reactants are COC(=O)c1cccc2[nH]c3c(c12)C(=O)CCC3, O=C([O-])[O-], CCOC(C)=O, Clc1cccc(CBr)c1, [I-], [K+], [K+], [Na+]. The product is COC(=O)c1cccc2c1c1c(n2Cc2cccc(Cl)c2)CCCC1=O. As a reaction SMILES: [C:1](=[O:2])([O:3][CH3:4])[c:5]1[c:6]2[c:7]3[c:12]([nH:13][c:14]2[cH:15][cH:16][cH:17]1)[CH2:11][CH2:10][CH2:9][C:8]3=[O:18].[C:30](=[O:31])([O-:32])[O-:33].[CH3:36][CH2:37][O:38][C:39](=[O:40])[CH3:41].[Cl:19][c:20]1[cH:21][c:22]([CH2:23][Br:24])[cH:25][cH:26][cH:27]1.[I-:29].[K+:34].[K+:35].[Na+:28]>>[C:1](=[O:2])([O:3][CH3:4])[c:5]1[c:6]2[c:7]3[c:12]([n:13]([CH2:23][c:22]4[cH:21][c:20]([Cl:19])[cH:27][cH:26][cH:25]4)[c:14]2[cH:15][cH:16][cH:17]1)[CH2:11][CH2:10][CH2:9][C:8]3=[O:18].